From a dataset of the Open Reaction Database (ORD), a public repository of structured organic reaction records. describe an organic reaction: reactants, conditions, products, and yield The reactants are BrC1=CC=C(C=C1)C1=C(C(=NO1)C)NC(CCC1=C(C=CC=C1)Cl)C ([5-(4-bromo-phenyl)-3-methyl-isoxazol-4-yl]-[3-(2-chloro-phenyl)-1-methyl-propyl]-amine), C(C)OC(CC1(CC1)C1=CC=C(C=C1)B1OC(C(O1)(C)C)(C)C)=O ({1-[4-(4,4,5,5-tetramethyl-[1,3,2]dioxaborolan-2-yl)-phenyl]-cyclopropyl}-acetic acid ethyl ester). Product: C(C)OC(CC1(CC1)C1=CC=C(C=C1)C1=CC=C(C=C1)C1=C(C(=NO1)C)NC(CCC1=C(C=CC=C1)Cl)C)=O ([1-(4′-{4-[3-(2-Chloro-phenyl)-1-methyl-propylamino]-3-methyl-isoxazol-5-yl}-biphenyl-4-yl)-cyclopropyl]-acetic acid ethyl ester). As a reaction SMILES: Br[C:2]1[CH:7]=[CH:6][C:5]([C:8]2[O:12][N:11]=[C:10]([CH3:13])[C:9]=2[NH:14][CH:15]([CH3:25])[CH2:16][CH2:17][C:18]2[CH:23]=[CH:22][CH:21]=[CH:20][C:19]=2[Cl:24])=[CH:4][CH:3]=1.[CH2:26]([O:28][C:29](=[O:49])[CH2:30][C:31]1([C:34]2[CH:39]=[CH:38][C:37](B3OC(C)(C)C(C)(C)O3)=[CH:36][CH:35]=2)[CH2:33][CH2:32]1)[CH3:27]>>[CH2:26]([O:28][C:29](=[O:49])[CH2:30][C:31]1([C:34]2[CH:39]=[CH:38][C:37]([C:2]3[CH:7]=[CH:6][C:5]([C:8]4[O:12][N:11]=[C:10]([CH3:13])[C:9]=4[NH:14][CH:15]([CH3:25])[CH2:16][CH2:17][C:18]4[CH:23]=[CH:22][CH:21]=[CH:20][C:19]=4[Cl:24])=[CH:4][CH:3]=3)=[CH:36][CH:35]=2)[CH2:33][CH2:32]1)[CH3:27]. Reported procedure: Prepared according to the procedure described in Example 110, Step 3, using [5-(4-bromo-phenyl)-3-methyl-isoxazol-4-yl]-[3-(2-chloro-phenyl)-1-methyl-propyl]-amine and {1-[4-(4,4,5,5-tetramethyl-[1,3,2]dioxaborolan-2-yl)-phenyl]-cyclopropyl}-acetic acid ethyl ester. Starting materials: C1CNCCN1, Clc1cncc(OCc2ccc(OCc3ccccc3)cc2)n1, [K+], [K+], O=C([O-])[O-]. Yields the product c1ccc(COc2ccc(COc3cncc(N4CCNCC4)n3)cc2)cc1. Reaction SMILES: [CH2:24]1[CH2:25][NH:26][CH2:27][CH2:28][NH:29]1.[Cl:1][c:2]1[n:3][c:4]([O:8][CH2:9][c:10]2[cH:11][cH:12][c:13]([O:16][CH2:17][c:18]3[cH:19][cH:20][cH:21][cH:22][cH:23]3)[cH:14][cH:15]2)[cH:5][n:6][cH:7]1.[K+:30].[K+:31].[O-:32][C:33]([O-:34])=[O:35]>>[c:2]1([N:26]2[CH2:25][CH2:24][NH:29][CH2:28][CH2:27]2)[n:3][c:4]([O:8][CH2:9][c:10]2[cH:11][cH:12][c:13]([O:16][CH2:17][c:18]3[cH:19][cH:20][cH:21][cH:22][cH:23]3)[cH:14][cH:15]2)[cH:5][n:6][cH:7]1. The reactants are CO, Cl, CC(=O)Nc1ccc(-c2noc(=O)[nH]2)cc1OC(F)(F)F, C1COCCO1. The product is Cl, Nc1ccc(-c2noc(=O)[nH]2)cc1OC(F)(F)F. RXN SMILES: [CH3:22][OH:23].[ClH:24].[O:1]=[c:2]1[nH:3][c:4](-[c:7]2[cH:8][c:9]([O:17][C:18]([F:19])([F:20])[F:21])[c:10]([NH:13][C:14](=[O:15])[CH3:16])[cH:11][cH:12]2)[n:5][o:6]1.[O:25]1[CH2:26][CH2:27][O:28][CH2:29][CH2:30]1>>[ClH:24].[O:1]=[c:2]1[nH:3][c:4](-[c:7]2[cH:8][c:9]([O:17][C:18]([F:19])([F:20])[F:21])[c:10]([NH2:13])[cH:11][cH:12]2)[n:5][o:6]1.